This data is from the Open Reaction Database (ORD), a public repository of structured organic reaction records. The task is: describe an organic reaction: reactants, conditions, products, and yield Reactants: BrC=1C=C2C(=CN(C2=CC1)C(=O)OC(C)(C)C)C=1C=NC2=CC=CC=C2C1 (tert-butyl 5-bromo-3-(quinolin-3-yl)-1H-indole-1-carboxylate), [Cl-].[Li+] (Lithium chloride), C(CCC)[Sn](C1=CN=C(S1)NC(OC(C)(C)C)=O)(CCCC)CCCC (tert-butyl 5-(tributylstannyl)thiazol-2-ylcarbamate). The reagents and catalysts are C=1C=CC(=CC1)[P](C=2C=CC=CC2)(C=3C=CC=CC3)[Pd]([P](C=4C=CC=CC4)(C=5C=CC=CC5)C=6C=CC=CC6)([P](C=7C=CC=CC7)(C=8C=CC=CC8)C=9C=CC=CC9)[P](C=1C=CC=CC1)(C=1C=CC=CC1)C=1C=CC=CC1 (Pd(PPh3)4). The solvent is CN(C)C=O (DMF), CN(C)C=O (DMF). Conditions: temperature 100 celsius, time 1 hour. The product is N1=CC(=CC2=CC=CC=C12)C1=CNC2=CC=C(C=C12)C1=CN=C(S1)N (5-(3-(quinolin-3-yl)-1H-indol-5-yl)thiazol-2-amine). As a reaction SMILES: Br[C:2]1[CH:3]=[C:4]2[C:8](=[CH:9][CH:10]=1)[N:7](C(OC(C)(C)C)=O)[CH:6]=[C:5]2[C:18]1[CH:19]=[N:20][C:21]2[C:26]([CH:27]=1)=[CH:25][CH:24]=[CH:23][CH:22]=2.[Cl-].[Li+].C([Sn](CCCC)(CCCC)[C:35]1[S:39][C:38]([NH:40]C(=O)OC(C)(C)C)=[N:37][CH:36]=1)CCC>CN(C=O)C.C1C=CC([P]([Pd]([P](C2C=CC=CC=2)(C2C=CC=CC=2)C2C=CC=CC=2)([P](C2C=CC=CC=2)(C2C=CC=CC=2)C2C=CC=CC=2)[P](C2C=CC=CC=2)(C2C=CC=CC=2)C2C=CC=CC=2)(C2C=CC=CC=2)C2C=CC=CC=2)=CC=1>[N:20]1[C:21]2[C:26](=[CH:25][CH:24]=[CH:23][CH:22]=2)[CH:27]=[C:18]([C:5]2[C:4]3[C:8](=[CH:9][CH:10]=[C:2]([C:35]4[S:39][C:38]([NH2:40])=[N:37][CH:36]=4)[CH:3]=3)[NH:7][CH:6]=2)[CH:19]=1 |f:1.2,^1:64,66,85,104|. Procedure details: A mixture of tert-butyl 5-bromo-3-(quinolin-3-yl)-1H-indole-1-carboxylate (104 mg, 0.246 mmol), Pd(PPh3)4 (14 mg, 0.012 mmol), Lithium chloride (83 mg, 1.965 mmol) and DMF (2.0 ml, 0.246 mmol) in a microwave reaction vessel was sealed and heated at 100° C. for 5 min. A solution of tert-butyl 5-(tributylstannyl)thiazol-2-ylcarbamate (240 mg, 0.491 mmol) in DMF (1.0 mL) was then added and the reaction was heated at 100° C. for additional 17 h. The mixture was filtered through a pad of Celite and t...